Dataset: the Open Reaction Database (ORD), a public repository of structured organic reaction records. Task: describe an organic reaction: reactants, conditions, products, and yield The reactants are [H][H] (hydrogen), [H][H] (hydrogen), C(C1=CC=CC=C1)N1CCC(CC1)N(C)C (1-benzyl-4-dimethylaminopiperidine). Reagents/catalysts: [Pd] (palladium on carbon). Solvent: CO (methanol). Product: CN(C1CCNCC1)C (4-dimethylaminopiperidine). RXN SMILES: C([N:8]1[CH2:13][CH2:12][CH:11]([N:14]([CH3:16])[CH3:15])[CH2:10][CH2:9]1)C1C=CC=CC=1.[H][H]>[Pd].CO>[CH3:15][N:14]([CH3:16])[CH:11]1[CH2:12][CH2:13][NH:8][CH2:9][CH2:10]1. Procedure: A solution of the 1-benzyl-4-dimethylaminopiperidine in 125 ml. of methanol was shaken with 1.0 gm. of 10 percent palladium on carbon under 50 psi of hydrogen at 50°C. until one equivalent of hydrogen was consumed. The suspension was filtered and the filtrate concentrated at atmospheric pressure. The residue was distilled at 20 mm. Hg. to give 4-dimethylaminopiperidine, b.p. 90°-92°C. Reactants: C([O-])([O-])=O.[K+].[K+] (potassium carbonate), C1(=CC=CC=C1)C1=CC=C(CBr)C=C1 (4-phenylbenzyl bromide), OC1=CC2=C(CCCCC2=O)C=C1 (3-hydroxy-5-oxo-6,7,8,9-tetrahydro-5H-benzocycloheptene). The solvent is CN(C)C=O (DMF). Conditions: time 24 hour. Product: C1(=CC=CC=C1)C1=CC=C(COC2=CC3=C(CCCCC3=O)C=C2)C=C1 (3-(4-phenylbenzyloxy)-5-oxo-6,7,8,9-tetrahydro-5H-benzocycloheptene). Yield: 87.6%. RXN SMILES: [OH:1][C:2]1[CH:13]=[CH:12][C:5]2[CH2:6][CH2:7][CH2:8][CH2:9][C:10](=[O:11])[C:4]=2[CH:3]=1.C(=O)([O-])[O-].[K+].[K+].[C:20]1([C:26]2[CH:33]=[CH:32][C:29]([CH2:30]Br)=[CH:28][CH:27]=2)[CH:25]=[CH:24][CH:23]=[CH:22][CH:21]=1>CN(C=O)C>[C:20]1([C:26]2[CH:27]=[CH:28][C:29]([CH2:30][O:1][C:2]3[CH:13]=[CH:12][C:5]4[CH2:6][CH2:7][CH2:8][CH2:9][C:10](=[O:11])[C:4]=4[CH:3]=3)=[CH:32][CH:33]=2)[CH:21]=[CH:22][CH:23]=[CH:24][CH:25]=1 |f:1.2.3|. Procedure: To 3-hydroxy-5-oxo-6,7,8,9-tetrahydro-5H-benzocycloheptene (1.76 g, 10.0 mmol) dissolved in DMF (20 ml) were added potassium carbonate (2.76 g, 20.0 mmol) and 4-phenylbenzyl bromide (2.72 g, 11.0 mmol), and the resulting mixture was stirred at room temperature for 24 hours. The reaction mixture was concentrated under reduced pressure, ethyl acetate (30 ml) and THF (30 ml) were added to the residue and the resulting mixture was washed with water (10 ml, 5 ml×3) and an aqueous saturated solution o... Reactants: NC=1C=C(C(=O)NC2=CC(=CC=C2)Cl)C=CC1N (3,4-diamino-N-(3-chloro-phenyl)-benzamide), C(C)OC(NC1=CC(=C(C=C1)C=O)C)=O ((4-formyl-3-methyl-phenyl)-carbamic acid ethyl ester), FeCl3. Reaction conditions: time 8 hour. Product: C(C)OC(NC1=CC(=C(C=C1)C1=NC2=C(N1)C=C(C=C2)C(NC2=CC(=CC=C2)Cl)=O)C)=O ({4-[6-(3-Chloro-phenylcarbamoyl)-1H-benzoimidazol-2-yl]-3-methyl-phenyl}-carbamic acid ethyl ester). Procedure: A mixture of 3,4-diamino-N-(3-chloro-phenyl)-benzamide (0.4 mL in 0.2 M DMSO solution), (4-formyl-3-methyl-phenyl)-carbamic acid ethyl ester (0.4 mL in 0.2 M toluene solution) and FeCl3 (0.2 mL in 0.02M THF solution) was stirred in open air at ambient temperature overnight. The mixture was then diluted by MeOH and the whole was loaded onto a solid phase extraction (SPE) cartridge that contained strong cation exchange (SCX) (1 g media in 6 mL cartridge, United Chemical Technology). Wash-to-waste ... Run in CO (MeOH). RXN SMILES: [NH2:1][C:2]1[CH:3]=[C:4]([CH:15]=[CH:16][C:17]=1[NH2:18])[C:5]([NH:7][C:8]1[CH:13]=[CH:12][CH:11]=[C:10]([Cl:14])[CH:9]=1)=[O:6].[CH2:19]([O:21][C:22](=[O:33])[NH:23][C:24]1[CH:29]=[CH:28][C:27]([CH:30]=O)=[C:26]([CH3:32])[CH:25]=1)[CH3:20]>CO>[CH2:19]([O:21][C:22](=[O:33])[NH:23][C:24]1[CH:29]=[CH:28][C:27]([C:30]2[NH:1][C:2]3[CH:3]=[C:4]([C:5](=[O:6])[NH:7][C:8]4[CH:13]=[CH:12][CH:11]=[C:10]([Cl:14])[CH:9]=4)[CH:15]=[CH:16][C:17]=3[N:18]=2)=[C:26]([CH3:32])[CH:25]=1)[CH3:20]. Starting materials: C(O)([O-])=O.[Na+] (sodium hydrogencarbonate), ClC1=C(OCC(=O)O)C=CC(=C1)Cl (2-(2,4-Dichlorophenoxy)acetic acid), Cl.C(C)N=C=NCCCN(C)C (1-ethyl-3-(3-dimethylaminopropyl)carbodiimide hydrochloride), O.ON1N=NC2=C1C=CC=C2 (1-hydroxybenzotriazole monohydrate), COC=1C=C2C(=CC=NC2=CC1OC)OC1=CC=C(N)C=C1 (4-[(6,7-dimethoxy-4-quinolyl)oxy]aniline). Solvent: C(Cl)(Cl)Cl (chloroform). The product is COC=1C=C2C(=CC=NC2=CC1OC)OC1=CC=C(C=C1)NC(COC1=C(C=C(C=C1)Cl)Cl)=O (N1-{4-[(6,7-dimethoxy-4-quinolyl)oxy]phenyl}-2-(2,4-dichlorophenoxy)acetamide). The yield is 71.4%. RXN SMILES: [Cl:1][C:2]1[CH:12]=[C:11]([Cl:13])[CH:10]=[CH:9][C:3]=1[O:4][CH2:5][C:6]([OH:8])=O.Cl.C(N=C=NCCCN(C)C)C.O.ON1C2C=CC=CC=2N=N1.[CH3:37][O:38][C:39]1[CH:40]=[C:41]2[C:46](=[CH:47][C:48]=1[O:49][CH3:50])[N:45]=[CH:44][CH:43]=[C:42]2[O:51][C:52]1[CH:58]=[CH:57][C:55]([NH2:56])=[CH:54][CH:53]=1.C(=O)([O-])O.[Na+]>C(Cl)(Cl)Cl>[CH3:37][O:38][C:39]1[CH:40]=[C:41]2[C:46](=[CH:47][C:48]=1[O:49][CH3:50])[N:45]=[CH:44][CH:43]=[C:42]2[O:51][C:52]1[CH:53]=[CH:54][C:55]([NH:56][C:6](=[O:8])[CH2:5][O:4][C:3]2[CH:9]=[CH:10][C:11]([Cl:13])=[CH:12][C:2]=2[Cl:1])=[CH:57][CH:58]=1 |f:1.2,3.4,6.7|. Reported procedure: 2-(2,4-Dichlorophenoxy)acetic acid (310 mg) was added to chloroform (5 ml), and 1-ethyl-3-(3-dimethylaminopropyl)carbodiimide hydrochloride (403 mg), 1-hydroxybenzotriazole monohydrate (284 mg), and 4-[(6,7-dimethoxy-4-quinolyl)oxy]aniline (498 mg) were added thereto. The mixture was then stirred with heating under reflux for 2 hr. A saturated aqueous sodium hydrogencarbonate solution was added to stop the reaction, and the reaction solution was extracted with chloroform, followed by washing wit... Reactants: FC1=C(C(=CC2=C1N=CS2)C(=O)NOCCOC=C)NC2=C(C=C(C=C2)Br)Cl (4-fluoro-5-((4-bromo-2-chlorophenyl)amino)-N-(2-(vinyloxy)ethoxy)benzo[d]thiazole-6-carboxamide), Cl (HCl), C(=O)(O)[O-].[Na+] (NaHCO3). The solvent is C(Cl)Cl (CH2Cl2). Run at time 1 hour. Product: FC1=C(C(=CC2=C1N=CS2)C(=O)NOCCO)NC2=C(C=C(C=C2)Br)Cl (4-fluoro-5-((4-bromo-2-chlorophenyl)amino)-N-(2-hydroxyethoxy)benzo[d]thiazole-6-carboxamide). The yield is 75.9%. As a reaction SMILES: [F:1][C:2]1[C:7]2[N:8]=[CH:9][S:10][C:6]=2[CH:5]=[C:4]([C:11]([NH:13][O:14][CH2:15][CH2:16][O:17]C=C)=[O:12])[C:3]=1[NH:20][C:21]1[CH:26]=[CH:25][C:24]([Br:27])=[CH:23][C:22]=1[Cl:28].Cl.C([O-])(O)=O.[Na+]>C(Cl)Cl>[F:1][C:2]1[C:7]2[N:8]=[CH:9][S:10][C:6]=2[CH:5]=[C:4]([C:11]([NH:13][O:14][CH2:15][CH2:16][OH:17])=[O:12])[C:3]=1[NH:20][C:21]1[CH:26]=[CH:25][C:24]([Br:27])=[CH:23][C:22]=1[Cl:28] |f:2.3|. Reported procedure: To a solution of 4-fluoro-5-((4-bromo-2-chlorophenyl)amino)-N-(2-(vinyloxy)ethoxy)benzo[d]thiazole-6-carboxamide (503 mg, 1.03 mmol) in CH2Cl2 (10 mL) was added 1.0 N HCl (aq., 5 mL, 5 mmol). After stirring for 1 h, the reaction mixture was neutralized with saturated NaHCO3 (aq.). The aqueous layer was washed with CH2Cl2 (30 mL). The combined organic layer was washed with water (30 mL×2) and brine (30 mL), dried over Na2SO4, filtered and concentrated in vacuo. The crude product was purified by c... Reactants: NC1=CC=C(CN2C(CCC3=C(C=CC(=C23)OC)CC2C(NC(S2)=O)=O)=O)C=C1 (5-[1-(4-aminobenzyl)-8-methoxy-2-oxo-1,2,3,4-tetrahydroquinolin-5-ylmethyl]thiazolidine-2,4-dione), Cl (hydrochloric acid), N1=CC=CC=C1 (pyridine), ClC(=O)OCCCCC (amyl chloroformate). Solvent: ClCCl (dichloromethane). Run at time 1 hour. Yields the product C(CCCC)OC(=O)NC1=CC=C(CN2C(CCC3=C(C=CC(=C23)OC)CC2C(NC(S2)=O)=O)=O)C=C1 (5-[1-(4-pentyloxycarbonylaminobenzyl)-8-methoxy-2-oxo-1,2,3,4-tetrahydroquinolin-5-ylmethyl]thiazolidine-2,4-dione). The yield is 489.3%. As a reaction SMILES: [NH2:1][C:2]1[CH:29]=[CH:28][C:5]([CH2:6][N:7]2[C:16]3[C:11](=[C:12]([CH2:19][CH:20]4[S:24][C:23](=[O:25])[NH:22][C:21]4=[O:26])[CH:13]=[CH:14][C:15]=3[O:17][CH3:18])[CH2:10][CH2:9][C:8]2=[O:27])=[CH:4][CH:3]=1.N1C=CC=CC=1.Cl[C:37]([O:39][CH2:40][CH2:41][CH2:42][CH2:43][CH3:44])=[O:38].Cl>ClCCl>[CH2:40]([O:39][C:37]([NH:1][C:2]1[CH:3]=[CH:4][C:5]([CH2:6][N:7]2[C:16]3[C:11](=[C:12]([CH2:19][CH:20]4[S:24][C:23](=[O:25])[NH:22][C:21]4=[O:26])[CH:13]=[CH:14][C:15]=3[O:17][CH3:18])[CH2:10][CH2:9][C:8]2=[O:27])=[CH:28][CH:29]=1)=[O:38])[CH2:41][CH2:42][CH2:43][CH3:44]. Procedure: 0.6 g of 5-[1-(4-aminobenzyl)-8-methoxy-2-oxo-1,2,3,4-tetrahydroquinolin-5-ylmethyl]thiazolidine-2,4-dione was suspended in dichloromethane (6 ml), and 4 ml of pyridine was added with ice cooling to form a solution. 0.26 g of amyl chloroformate was added to this solution, followed by stirring for 1 hour. 1 N hydrochloric acid was added to the reaction liquid, and extracted with ethyl acetate. The extract was washed twice with water and once with saturated sodium chloride solution, dried over anh... Starting materials: O=C1C2=C(OCC3=C1C=CC=C3)C=C(C=C2)C(=O)O (11-Oxo-6,11-dihydro-dibenzo[b,e]oxepine-3-carboxylic acid), C(C)[N-]CC (diethylamide). The product is C(C)N(C(=O)C=1C=CC2=C(OCC3=C(C2=O)C=CC=C3)C1)CC (11-Oxo-6,11-dihydro-dibenzo[b,e]oxepine-3-carboxylic acid diethylamide). RXN SMILES: [O:1]=[C:2]1[C:8]2[CH:9]=[CH:10][CH:11]=[CH:12][C:7]=2[CH2:6][O:5][C:4]2[CH:13]=[C:14]([C:17](O)=[O:18])[CH:15]=[CH:16][C:3]1=2.[CH2:20]([N-:22][CH2:23][CH3:24])[CH3:21]>>[CH2:20]([N:22]([CH2:23][CH3:24])[C:17]([C:14]1[CH:15]=[CH:16][C:3]2[C:2](=[O:1])[C:8]3[CH:9]=[CH:10][CH:11]=[CH:12][C:7]=3[CH2:6][O:5][C:4]=2[CH:13]=1)=[O:18])[CH3:21]. Procedure: A sample of compound 4c (5.5 g, 21.6 mmol) was converted to its corresponding diethylamide (4.28 g, 13.8 mmol) following an adaptation of Procedure 6.